From a dataset of the Open Reaction Database (ORD), a public repository of structured organic reaction records. describe an organic reaction: reactants, conditions, products, and yield The reactants are ClC1=C(C=C2C(=CNC2=C1)C(=O)OC)C1=CC=C(C=C1)[C@@H]1C[C@H](C1)O (methyl 6-chloro-5-[4-(trans-3-hydroxycyclobutyl)phenyl]-1H-indole-3-carboxylate), [OH-].[Na+] (sodium hydroxide), Cl (HCl). Solvent: CO.O (methanol water). Run at temperature 90 celsius, time 5 hour. The product is ClC1=C(C=C2C(=CNC2=C1)C(=O)O)C1=CC=C(C=C1)[C@@H]1C[C@H](C1)O (6-chloro-5-[4-(trans-3-hydroxycyclobutyl)phenyl]-1H-indole-3-carboxylic acid). The yield is 53.5%. RXN SMILES: [Cl:1][C:2]1[CH:10]=[C:9]2[C:5]([C:6]([C:11]([O:13]C)=[O:12])=[CH:7][NH:8]2)=[CH:4][C:3]=1[C:15]1[CH:20]=[CH:19][C:18]([C@H:21]2[CH2:24][C@H:23]([OH:25])[CH2:22]2)=[CH:17][CH:16]=1.[OH-].[Na+].Cl>CO.O>[Cl:1][C:2]1[CH:10]=[C:9]2[C:5]([C:6]([C:11]([OH:13])=[O:12])=[CH:7][NH:8]2)=[CH:4][C:3]=1[C:15]1[CH:16]=[CH:17][C:18]([C@H:21]2[CH2:24][C@H:23]([OH:25])[CH2:22]2)=[CH:19][CH:20]=1 |f:1.2,4.5|. Procedure details: To a solution of methyl 6-chloro-5-[4-(trans-3-hydroxycyclobutyl)phenyl]-1H-indole-3-carboxylate (290 mg, 0.82 mmol) in methanol/water (20 mL, v/v=1/1) was added sodium hydroxide (326 mg, 8.17 mmol). The mixture was stirred at 90° C. for 5 hours. The mixture was then acidified with 1M HCl to pH ˜5. The resulting suspension was extracted with dichloromethane. The combined organic layers were washed with brine, dried over sodium sulfate and concentrated. The residue was purified by reverse phase H... Reactants: BrC(Br)(Br)Br, O=C([O-])O, CN(Cc1ccc(CO)cc1)C1CCOCC1, ClCCl, [Na+], c1ccc(P(c2ccccc2)c2ccccc2)cc1. Product: CN(Cc1ccc(CBr)cc1)C1CCOCC1. RXN SMILES: [C:37]([Br:38])([Br:39])([Br:40])[Br:41].[C:42](=[O:43])([OH:44])[O-:45].[CH3:1][N:2]([CH:3]1[CH2:4][CH2:5][O:6][CH2:7][CH2:8]1)[CH2:9][c:10]1[cH:11][cH:12][c:13]([CH2:16][OH:17])[cH:14][cH:15]1.[Cl:47][CH2:48][Cl:49].[Na+:46].[c:18]1([P:19]([c:20]2[cH:21][cH:22][cH:23][cH:24][cH:25]2)[c:26]2[cH:27][cH:28][cH:29][cH:30][cH:31]2)[cH:32][cH:33][cH:34][cH:35][cH:36]1>>[CH3:1][N:2]([CH:3]1[CH2:4][CH2:5][O:6][CH2:7][CH2:8]1)[CH2:9][c:10]1[cH:11][cH:12][c:13]([CH2:16][Br:38])[cH:14][cH:15]1. The reactants are O=c1c2cc(Br)ccc2ccn2cccc12, CSC, Cl, c1ccncc1. Product: CSc1ccc2ccn3cccc3c(=O)c2c1. As a reaction SMILES: [Br:1][c:2]1[cH:3][c:4]2[c:5]([cH:6][cH:7][n:8]3[c:9]([c:10]2=[O:11])[cH:12][cH:13][cH:14]3)[cH:15][cH:16]1.[CH3:17][S:18][CH3:19].[ClH:20].[cH:21]1[cH:22][cH:23][n:24][cH:25][cH:26]1>>[c:2]1([S:18][CH3:17])[cH:3][c:4]2[c:5]([cH:6][cH:7][n:8]3[c:9]([c:10]2=[O:11])[cH:12][cH:13][cH:14]3)[cH:15][cH:16]1. The reactants are Cl.CC=1N(C2=C(C=NC=3C=CC=CC23)N1)N (2-methyl-1H-imidazo[4,5-c]quinolin-1-amine hydrochloride), O (H2O), CO (MeOH), C1(=CC=C(C=C1)S(=O)(=O)O)C (p-toluenesulfonic acid). Run in COC(C)(C)OC (2,2-dimethoxypropane). Reaction conditions: temperature 100 celsius, time 24 hour. Yields the product C(C)(C)=NN1C(=NC=2C=NC=3C=CC=CC3C21)C (N-isopropylidene(2-methyl-1H-imidazo[4,5-c]quinolin-1-yl)amine). Yield: 1461.4%. As a reaction SMILES: Cl.[CH3:2][C:3]1[N:4]([NH2:16])[C:5]2[C:14]3[CH:13]=[CH:12][CH:11]=[CH:10][C:9]=3[N:8]=[CH:7][C:6]=2[N:15]=1.[C:17]1(C)[CH:22]=CC(S(O)(=O)=O)=C[CH:18]=1.O.CO>COC(OC)(C)C>[C:17](=[N:16][N:4]1[C:5]2[C:14]3[CH:13]=[CH:12][CH:11]=[CH:10][C:9]=3[N:8]=[CH:7][C:6]=2[N:15]=[C:3]1[CH3:2])([CH3:22])[CH3:18] |f:0.1|. Procedure: A suspension of 2-methyl-1H-imidazo[4,5-c]quinolin-1-amine hydrochloride (1.79 g, 7.62 mmol) in 30 mL of 2,2-dimethoxypropane was treated with 90 mg of p-toluenesulfonic acid. The reaction mixture was heated to 100° C. overnight. The reaction mixture was then treated with 10 mL of H2O and 10 mL of MeOH, and heating was continued for 24 h. The reaction mixture was cooled and concentrated under reduced pressure. The resulting oil was dissolved in 50 mL of CHCl3 and washed with 2% Na2CO3 solution, ... The reactants are P(Cl)(Cl)(Cl)(Cl)Cl (PCl5), C(#N)C(C1=CC=C(C=C1)NC(=O)C1CC(=NO1)C=1C=NC=CC1)(C1=CC=CC=C1)O ((±)-N-[4-(cyanohydroxyphenylmethyl) phenyl]-4,5-dihydro-3-(3-pyridinyl)-5-isoxazolecarboxamide), CCOCC (Et2O). Run in C1CCOC1 (THF). Yields the product Cl.ClC(C1=CC=C(C=C1)NC(=O)C1CC(=NO1)C=1C=NC=CC1)(C1=CC=CC=C1)C#N ((±)-N-[4-(chlorocyanophenylmethyl)phenyl]-4,5-dihydro-3-(3-pyridinyl)-5-isoxazolecarboxamide monohydrochloride). Isolated yield 117.7%. As a reaction SMILES: P(Cl)(Cl)(Cl)(Cl)[Cl:2].[C:7]([C:9](O)([C:30]1[CH:35]=[CH:34][CH:33]=[CH:32][CH:31]=1)[C:10]1[CH:15]=[CH:14][C:13]([NH:16][C:17]([CH:19]2[O:23][N:22]=[C:21]([C:24]3[CH:25]=[N:26][CH:27]=[CH:28][CH:29]=3)[CH2:20]2)=[O:18])=[CH:12][CH:11]=1)#[N:8].CCOCC>C1COCC1>[ClH:2].[Cl:2][C:9]([C:7]#[N:8])([C:30]1[CH:35]=[CH:34][CH:33]=[CH:32][CH:31]=1)[C:10]1[CH:15]=[CH:14][C:13]([NH:16][C:17]([CH:19]2[O:23][N:22]=[C:21]([C:24]3[CH:25]=[N:26][CH:27]=[CH:28][CH:29]=3)[CH2:20]2)=[O:18])=[CH:12][CH:11]=1 |f:4.5|. Reported procedure: ) PCl5 (0.027 mol) was added to a solution of (±)-N-[4-(cyanohydroxyphenylmethyl) phenyl]-4,5-dihydro-3-(3-pyridinyl)-5-isoxazolecarboxamide (0.023 mol) in THF (50 ml). The reaction mixture was stirred and refluxed for 2 hours. Et2O was added and the precipitate was filtered off and dried, yielding 7.2 g (80%) of (±)-N-[4-(chlorocyanophenylmethyl)phenyl]-4,5-dihydro-3-(3-pyridinyl)-5-isoxazolecarboxamide monohydrochloride (compound 496). Reactants: OC1=CC=C(OC)C=C1. The reagents and catalysts are O1B(OC(C)(C)C1(C)C)B2OC(C)(C)C(O2)(C)C, O1BOC(C)(C)C1(C)C, N=1C=CC(=CC1C=2N=CC=C(C2)C(C)(C)C)C(C)(C)C, C[OH2+].C[OH2+].C1CC=CCCC=C1.C1CC=CCCC=C1.[Ir].[Ir]. Solvent: C1CCCCC1. Reaction conditions: temperature 80 celsius, time 24 hour. The product is OC1=CC=C(OC)C=C1B2OC(C)(C)C(O2)(C)C. The yield is 58.0%. Starting materials: NC1=C(C(=O)O)C=C(C(=C1)OC)OC (2-amino-4,5-dimethoxybenzoic acid), CN1CCOCC1 (4-methylmorpholine), N (ammonia), CCN=C=NCCCN(C)C.Cl (EDC.HCl), C=1C=CC2=C(C1)N=NN2O (HOBt). Solvent: O1CCCC1 (tetrahydrofuran). Run at temperature 7.5 celsius. Yields the product NC1=C(C(=O)N)C=C(C(=C1)OC)OC (2-amino-4,5-dimethoxybenzamide). Yield: 60.3%. As a reaction SMILES: [NH2:1][C:2]1[CH:10]=[C:9]([O:11][CH3:12])[C:8]([O:13][CH3:14])=[CH:7][C:3]=1[C:4](O)=[O:5].CC[N:17]=C=NCCCN(C)C.Cl.C1C=CC2N(O)N=NC=2C=1.CN1CCOCC1.N>O1CCCC1>[NH2:1][C:2]1[CH:10]=[C:9]([O:11][CH3:12])[C:8]([O:13][CH3:14])=[CH:7][C:3]=1[C:4]([NH2:17])=[O:5] |f:1.2|. Reported procedure: Into a 1-L 3-necked round-bottom flask, was placed 2-amino-4,5-dimethoxybenzoic acid (20 g, 101.43 mmol, 1.00 equiv), tetrahydrofuran (400 mL), EDC.HCl (39 g, 203.44 mmol, 2.01 equiv) and HOBt (27.5 g, 203.52 mmol, 2.01 equiv). This was followed by the addition of 4-methylmorpholine (20.6 g, 203.96 mmol, 2.01 equiv) dropwise with stirring at 5-10° C. To this was added ammonia (30 mL) dropwise with stirring at 5-10° C. The resulting solution was stirred overnight at room temperature. The resultin...